From a dataset of the Open Reaction Database (ORD), a public repository of structured organic reaction records. describe an organic reaction: reactants, conditions, products, and yield Reactants: C1CCOC1, CCOC(=O)C(=O)CC(C)(C)c1ccccc1, [Mg+]C1CCCC1, [Cl-], [Cl-], [NH4+]. Yields the product CCOC(=O)C(O)(CC(C)(C)c1ccccc1)C1CCCC1. RXN SMILES: [CH2:27]1[O:28][CH2:29][CH2:30][CH2:31]1.[CH2:8]([CH3:9])[O:10][C:11]([C:12]([CH2:13][C:14]([CH3:15])([c:16]1[cH:17][cH:18][cH:19][cH:20][cH:21]1)[CH3:22])=[O:23])=[O:24].[CH:2]1([Mg+:7])[CH2:3][CH2:4][CH2:5][CH2:6]1.[Cl-:1].[Cl-:25].[NH4+:26]>>[CH:2]1([C:12]([C:11]([O:10][CH2:8][CH3:9])=[O:24])([CH2:13][C:14]([CH3:15])([c:16]2[cH:17][cH:18][cH:19][cH:20][cH:21]2)[CH3:22])[OH:23])[CH2:3][CH2:4][CH2:5][CH2:6]1. The reactants are ClC1=CC(=C(C=C1C1=CC=C(C=C1)F)O)I (6-chloro-4′-fluoro-4-iodobiphenyl-3-ol), C(CCC)[Sn](C1=CN=NC=C1)(CCCC)CCCC (4-(tributylstannyl)-pyridazine), [F-].[Cs+] (caesium fluoride). The reagents and catalysts are [Cu]I (copper (I) iodide), C=1C=CC(=CC1)/C=C/C(=O)/C=C/C2=CC=CC=C2.C=1C=CC(=CC1)/C=C/C(=O)/C=C/C2=CC=CC=C2.C=1C=CC(=CC1)/C=C/C(=O)/C=C/C2=CC=CC=C2.[Pd].[Pd] (Tris(dibenzylideneacetone)dipalladium). Run in C(C)#N (acetonitrile). Run at temperature 45 celsius. Product: ClC1=CC(=C(C=C1C1=CC=C(C=C1)F)O)C1=CN=NC=C1 (6-Chloro-4′-fluoro-4-(pyridazin-4-yl)biphenyl-3-ol). The yield is 58.0%. As a reaction SMILES: [Cl:1][C:2]1[C:7]([C:8]2[CH:13]=[CH:12][C:11]([F:14])=[CH:10][CH:9]=2)=[CH:6][C:5]([OH:15])=[C:4](I)[CH:3]=1.C([Sn](CCCC)(CCCC)[C:22]1[CH:27]=[CH:26][N:25]=[N:24][CH:23]=1)CCC.[F-].[Cs+]>C(#N)C.[Cu]I.C1C=CC(/C=C/C(/C=C/C2C=CC=CC=2)=O)=CC=1.C1C=CC(/C=C/C(/C=C/C2C=CC=CC=2)=O)=CC=1.C1C=CC(/C=C/C(/C=C/C2C=CC=CC=2)=O)=CC=1.[Pd].[Pd]>[Cl:1][C:2]1[C:7]([C:8]2[CH:13]=[CH:12][C:11]([F:14])=[CH:10][CH:9]=2)=[CH:6][C:5]([OH:15])=[C:4]([C:22]2[CH:27]=[CH:26][N:25]=[N:24][CH:23]=2)[CH:3]=1 |f:2.3,6.7.8.9.10|. Procedure: A suspension of 6-chloro-4′-fluoro-4-iodobiphenyl-3-ol (Preparation 103, 300 mg, 0.86 mmol), 4-(tributylstannyl)-pyridazine (413 mg, 1.12 mmol), caesium fluoride (261 mg, 1.72 mmol), and copper (I) iodide (33 mg, 0.17 mmol) in acetonitrile (5 mL) was degassed for 20 minutes under nitrogen. Tetrakistriphenylphosphinepalladium (0) (100 mg, 0.09 mmol) was added and the reaction mixture was heated for 18 hours at 45° C. under nitrogen. The cooled reaction mixture was filtered through Arbocel and the... The reactants are O=[N+]([O-])c1c[nH]c(Br)n1, CC(C)(C)[Si](C)(C)OCC(CCl)OC1CCCCO1, O=C([O-])[O-], CN(C)C=O, [I-], [K+], [K+], [Na+]. Product: CC(C)(C)[Si](C)(C)OCC(Cn1cc([N+](=O)[O-])nc1Br)OC1CCCCO1. RXN SMILES: [Br:1][c:2]1[nH:3][cH:4][c:5]([N+:7](=[O:8])[O-:9])[n:6]1.[C:10]([CH3:11])([CH3:12])([CH3:13])[Si:14]([O:15][CH2:16][CH:17]([CH2:18][Cl:19])[O:20][CH:21]1[O:22][CH2:23][CH2:24][CH2:25][CH2:26]1)([CH3:27])[CH3:28].[C:29](=[O:30])([O-:31])[O-:32].[CH3:37][N:38]([CH3:39])[CH:40]=[O:41].[I-:36].[K+:33].[K+:34].[Na+:35]>>[Br:1][c:2]1[n:3]([CH2:18][CH:17]([CH2:16][O:15][Si:14]([C:10]([CH3:11])([CH3:12])[CH3:13])([CH3:27])[CH3:28])[O:20][CH:21]2[O:22][CH2:23][CH2:24][CH2:25][CH2:26]2)[cH:4][c:5]([N+:7](=[O:8])[O-:9])[n:6]1. Reactants: CCOC(C)=O, CC(=O)O, C(=NC1CCCCC1)=NC1CCCCC1, ClC(Cl)Cl, N, CC(C(=O)O)c1ccc2c(c1)Sc1ncccc1CC2. Product: CC(C(N)=O)c1ccc2c(c1)Sc1ncccc1CC2. RXN SMILES: [CH3:41][CH2:42][O:43][C:44](=[O:45])[CH3:46].[CH3:47][C:48](=[O:49])[OH:50].[CH:21]1([N:27]=[C:22]=[N:23][CH:24]2[CH2:25][CH2:26][CH2:28][CH2:29][CH2:30]2)[CH2:31][CH2:32][CH2:33][CH2:34][CH2:35]1.[CH:36]([Cl:37])([Cl:38])[Cl:39].[NH3:40].[n:1]1[cH:2][cH:3][cH:4][c:5]2[c:11]1[S:10][c:9]1[c:8]([cH:15][cH:14][c:13]([CH:16]([C:17](=[O:18])[OH:19])[CH3:20])[cH:12]1)[CH2:7][CH2:6]2>>[n:1]1[cH:2][cH:3][cH:4][c:5]2[c:11]1[S:10][c:9]1[c:8]([cH:15][cH:14][c:13]([CH:16]([C:17](=[O:18])[NH2:27])[CH3:20])[cH:12]1)[CH2:7][CH2:6]2. Starting materials: COC=1C=C2C(=C(CC2=CC1)C)CC(=O)OC (methyl 5-methoxy-2-methyl-3-indenylacetate), COC1=C(C=O)C=CC(=C1OC)OC (2,3,4-trimethoxybenzaldehyde), C[O-].[Na+] (sodium methoxide). Solvent: O (water), O (water). Run at time 30 minute. The product is COC=1C=C2C(=C(C(C2=CC1)=CC1=C(C(=C(C=C1)OC)OC)OC)C)CC(=O)O (5-methoxy-2-methyl-1-(2,3,4-trimethoxybenzylidene)-3-indenyl-acetic acid). Reaction SMILES: [CH3:1][O:2][C:3]1[CH:4]=[C:5]2[C:9](=[CH:10][CH:11]=1)[CH2:8][C:7]([CH3:12])=[C:6]2[CH2:13][C:14]([O:16]C)=[O:15].[CH3:18][O:19][C:20]1[C:27]([O:28][CH3:29])=[C:26]([O:30][CH3:31])[CH:25]=[CH:24][C:21]=1[CH:22]=O.C[O-].[Na+]>O>[CH3:1][O:2][C:3]1[CH:4]=[C:5]2[C:9](=[CH:10][CH:11]=1)[C:8](=[CH:22][C:21]1[CH:24]=[CH:25][C:26]([O:30][CH3:31])=[C:27]([O:28][CH3:29])[C:20]=1[O:19][CH3:18])[C:7]([CH3:12])=[C:6]2[CH2:13][C:14]([OH:16])=[O:15] |f:2.3|. Reported procedure: To a solution of methyl 5-methoxy-2-methyl-3-indenylacetate 8.7 g (0.037 mol) and 2,3,4-trimethoxybenzaldehyde, 7.99 g (1.1 equivalent) is added 16+ml (2.0+equivalents) of 25% methanolic sodium methoxide. The mixture is stirred at reflux under nitrogen for 2 hours. An equal volume of water is added dropwise and refluxing continues for 30 min. The solution is cooled, diluted with water and extracted with ether (3×). Residual ether is blown off with nitrogen, and then the aqueous solution is acidi...